describe an organic reaction: reactants, conditions, products, and yield From a dataset of the Open Reaction Database (ORD), a public repository of structured organic reaction records. The reactants are O=C(Cl)c1ccc(Cl)nc1, Nc1ncc(Br)cc1[N+](=O)[O-]. Product: O=C(Nc1ncc(Br)cc1[N+](=O)[O-])c1ccc(Cl)nc1. Reaction SMILES: [Cl:1][c:2]1[n:3][cH:4][c:5]([C:6](=[O:7])[Cl:8])[cH:9][cH:10]1.[NH2:11][c:12]1[n:13][cH:14][c:15]([Br:21])[cH:16][c:17]1[N+:18](=[O:19])[O-:20]>>[Cl:1][c:2]1[n:3][cH:4][c:5]([C:6](=[O:7])[NH:11][c:12]2[n:13][cH:14][c:15]([Br:21])[cH:16][c:17]2[N+:18](=[O:19])[O-:20])[cH:9][cH:10]1. Reactants: CC(C)C1=C(C(=CC=C1)C(C)C)NC(CC(CC(C1=CC=CC=C1)C1=CC=CC=C1)=NO)=O (N-[2,6-bis(1-methylethyl)phenyl]-β-(hydroxyimino)-δ-phenylbenzenepentanamide). Reagents/catalysts: [Ni] (Raney nickel). Solvent: CO.N (methanol ammonia). The product is NC(CC(=O)NC1=C(C=CC=C1C(C)C)C(C)C)CC(C1=CC=CC=C1)C1=CC=CC=C1 (β-amino-N-[2,6-bis(1-methylethyl)phenyl]-δ-phenylbenzenepentanamide). RXN SMILES: [CH3:1][CH:2]([C:4]1[CH:9]=[CH:8][CH:7]=[C:6]([CH:10]([CH3:12])[CH3:11])[C:5]=1[NH:13][C:14](=[O:33])[CH2:15][C:16](=[N:31]O)[CH2:17][CH:18]([C:25]1[CH:30]=[CH:29][CH:28]=[CH:27][CH:26]=1)[C:19]1[CH:24]=[CH:23][CH:22]=[CH:21][CH:20]=1)[CH3:3]>[Ni].CO.N>[NH2:31][CH:16]([CH2:17][CH:18]([C:19]1[CH:20]=[CH:21][CH:22]=[CH:23][CH:24]=1)[C:25]1[CH:26]=[CH:27][CH:28]=[CH:29][CH:30]=1)[CH2:15][C:14]([NH:13][C:5]1[C:4]([CH:2]([CH3:1])[CH3:3])=[CH:9][CH:8]=[CH:7][C:6]=1[CH:10]([CH3:12])[CH3:11])=[O:33] |f:2.3|. Procedure details: The title compound was prepared by treating N-[2,6-bis(1-methylethyl)phenyl]-β-(hydroxyimino)-δ-phenylbenzenepentanamide (0.23 g, 0.53 mmol) with Raney nickel (0.2 g) in 50 mL methanol/ammonia at 25° C. for 18 hours (ΔP=13.7 psi). The reaction mixture was concentrated in vacuo to give a white solid, the title compound.